From a dataset of the Open Reaction Database (ORD), a public repository of structured organic reaction records. describe an organic reaction: reactants, conditions, products, and yield The reactants are C(C)(C)(C)OC(=O)NCC1CN(CCO1)C1=NC=NC=2NC3=CC(=CC=C3C21)C(=O)O (4-[2-(tert-Butoxycarbonylamino-methyl)-morpholin-4-yl]-9H-pyrimido[4,5-b]indole-7-carboxylic acid), N (Ammonia). The solvent is CN(C)C=O (DMF). Run at time 30 minute. Yields the product C(C)(C)(C)OC(NCC1CN(CCO1)C1=NC=NC=2NC3=CC(=CC=C3C21)C(N)=O)=O ([4-(7-Carbamoyl-9H-pyrimido[4,5-b]indol-4-yl)-morpholin-2-ylmethyl]-carbamic acid tert-butyl ester). RXN SMILES: [C:1]([O:5][C:6]([NH:8][CH2:9][CH:10]1[O:15][CH2:14][CH2:13][N:12]([C:16]2[C:28]3[C:27]4[C:22](=[CH:23][C:24]([C:29]([OH:31])=O)=[CH:25][CH:26]=4)[NH:21][C:20]=3[N:19]=[CH:18][N:17]=2)[CH2:11]1)=[O:7])([CH3:4])([CH3:3])[CH3:2].[NH3:32]>CN(C=O)C>[C:1]([O:5][C:6](=[O:7])[NH:8][CH2:9][CH:10]1[O:15][CH2:14][CH2:13][N:12]([C:16]2[C:28]3[C:27]4[C:22](=[CH:23][C:24]([C:29](=[O:31])[NH2:32])=[CH:25][CH:26]=4)[NH:21][C:20]=3[N:19]=[CH:18][N:17]=2)[CH2:11]1)([CH3:4])([CH3:3])[CH3:2]. Procedure details: 4-[2-(tert-Butoxycarbonylamino-methyl)-morpholin-4-yl]-9H-pyrimido[4,5-b]indole-7-carboxylic acid (6 mg, 0.014 mmol) was stirred in DMF (0.25 mL) at 0° C. Carbonydiimidazole (2.5 mg, 0.016 mmol) was added and the reaction allowed to proceed to room temperature for 30 minutes. Ammonia (28% aqueous, 0.04 mL) was added. The reaction mixture was concentrated to dryness and then the reaction was repeated to afford a complete conversion. The reaction mixture was concentrated to give the title compound... Starting materials: CCc1c(F)c([N+](=O)[O-])cc(F)c1N1CCN(C)CC1, CCOC(C)=O, NC1CC1, [F-], [K+]. Product: CCc1c(NC2CC2)c([N+](=O)[O-])cc(F)c1N1CCN(C)CC1. Reaction SMILES: [CH2:1]([CH3:2])[c:3]1[c:4]([F:20])[c:5]([N+:17](=[O:18])[O-:19])[cH:6][c:7]([F:16])[c:8]1[N:9]1[CH2:10][CH2:11][N:12]([CH3:15])[CH2:13][CH2:14]1.[CH3:27][CH2:28][O:29][C:30](=[O:31])[CH3:32].[CH:23]1([NH2:26])[CH2:24][CH2:25]1.[F-:21].[K+:22]>>[CH2:1]([CH3:2])[c:3]1[c:4]([NH:26][CH:23]2[CH2:24][CH2:25]2)[c:5]([N+:17](=[O:18])[O-:19])[cH:6][c:7]([F:16])[c:8]1[N:9]1[CH2:10][CH2:11][N:12]([CH3:15])[CH2:13][CH2:14]1.